From a dataset of the Open Reaction Database (ORD), a public repository of structured organic reaction records. describe an organic reaction: reactants, conditions, products, and yield Reactants: COC(=O)C(C)(C)c1ccc(C(=O)NC2CCN(C(=O)OC(C)(C)C)CC2)cc1, [BH3-]C#N, CCOc1cc(C=O)ccc1OC, CCN(C(C)C)C(C)C, COC(=O)C(C)(C)c1ccc(C(=O)NC2CCNCC2)cc1, CCO, CC(=O)O, ClCCl, O=C(O)C(F)(F)F, [Na+]. Yields the product CCOc1cc(CN2CCC(NC(=O)c3ccc(C(C)(C)C(=O)OC)cc3)CC2)ccc1OC. RXN SMILES: [C:23]([O:24][C:25]([N:26]1[CH2:27][CH2:28][CH:29]([NH:30][C:31](=[O:32])[c:33]2[cH:34][cH:35][c:36]([C:37]([C:38]([O:39][CH3:40])=[O:41])([CH3:42])[CH3:43])[cH:44][cH:45]2)[CH2:46][CH2:47]1)=[O:48])([CH3:49])([CH3:50])[CH3:51].[C:72]([BH3-:73])#[N:74].[CH2:59]([CH3:60])[O:61][c:62]1[cH:63][c:64]([CH:65]=[O:66])[cH:67][cH:68][c:69]1[O:70][CH3:71].[CH2:76]([N:77]([CH:78]([CH3:79])[CH3:80])[CH:81]([CH3:82])[CH3:83])[CH3:84].[CH3:1][O:2][C:3]([C:4]([CH3:5])([c:6]1[cH:7][cH:8][c:9]([C:12]([NH:13][CH:14]2[CH2:15][CH2:16][NH:17][CH2:18][CH2:19]2)=[O:20])[cH:10][cH:11]1)[CH3:21])=[O:22].[CH3:88][CH2:89][OH:90].[CH3:91][C:92](=[O:93])[OH:94].[Cl:85][CH2:86][Cl:87].[F:52][C:53]([F:54])([F:55])[C:56]([OH:57])=[O:58].[Na+:75]>>[CH3:1][O:2][C:3]([C:4]([CH3:5])([c:6]1[cH:7][cH:8][c:9]([C:12]([NH:13][CH:14]2[CH2:15][CH2:16][N:17]([CH2:65][c:64]3[cH:63][c:62]([O:61][CH2:59][CH3:60])[c:69]([O:70][CH3:71])[cH:68][cH:67]3)[CH2:18][CH2:19]2)=[O:20])[cH:10][cH:11]1)[CH3:21])=[O:22].